From a dataset of the Open Reaction Database (ORD), a public repository of structured organic reaction records. describe an organic reaction: reactants, conditions, products, and yield Starting materials: CCS, COc1ccc2cc(-c3csc(CS(=O)(=O)c4ccccc4)n3)c(=O)[nH]c2c1, O. The product is O=c1[nH]c2cc(O)ccc2cc1-c1csc(CS(=O)(=O)c2ccccc2)n1. RXN SMILES: [CH2:30]([SH:31])[CH3:32].[CH3:1][O:2][c:3]1[cH:4][cH:5][c:6]2[cH:7][c:8](-[c:14]3[n:15][c:16]([CH2:19][S:20](=[O:21])(=[O:22])[c:23]4[cH:24][cH:25][cH:26][cH:27][cH:28]4)[s:17][cH:18]3)[c:9](=[O:13])[nH:10][c:11]2[cH:12]1.[OH2:29]>>[OH:2][c:3]1[cH:4][cH:5][c:6]2[cH:7][c:8](-[c:14]3[n:15][c:16]([CH2:19][S:20](=[O:21])(=[O:22])[c:23]4[cH:24][cH:25][cH:26][cH:27][cH:28]4)[s:17][cH:18]3)[c:9](=[O:13])[nH:10][c:11]2[cH:12]1. The reactants are BrC=1C=C2C(C(NC2=CC1)=O)=O (5-bromo-1H-indole-2,3dione), O1COC2=C1C=CC(=C2)CCC(=O)NC2=CC=C(C=C2)C(=O)NN (3-(1,3-benzodioxol-5-yl)-N-[4-(hydrazinocarbonyl)phenyl]propanamide). Run at temperature 100 celsius. RXN SMILES: [Br:1][C:2]1[CH:3]=[C:4]2[C:8](=[CH:9][CH:10]=1)[NH:7][C:6](=[O:11])[C:5]2=O.[O:13]1[C:17]2[CH:18]=[CH:19][C:20]([CH2:22][CH2:23][C:24]([NH:26][C:27]3[CH:32]=[CH:31][C:30]([C:33]([NH:35][NH2:36])=[O:34])=[CH:29][CH:28]=3)=[O:25])=[CH:21][C:16]=2[O:15][CH2:14]1>C(O)(=O)C>[O:13]1[C:17]2[CH:18]=[CH:19][C:20]([CH2:22][CH2:23][C:24]([NH:26][C:27]3[CH:32]=[CH:31][C:30]([C:33]([NH:35][N:36]=[C:5]4[C:4]5[C:8](=[CH:9][CH:10]=[C:2]([Br:1])[CH:3]=5)[NH:7][C:6]4=[O:11])=[O:34])=[CH:29][CH:28]=3)=[O:25])=[CH:21][C:16]=2[O:15][CH2:14]1. Product: O1COC2=C1C=CC(=C2)CCC(=O)NC2=CC=C(C=C2)C(=O)NN=C2C(NC1=CC=C(C=C21)Br)=O (3-(1,3-Benzodioxol-5-yl)-N-(4-{[2-(5-bromo-2-oxo-1,2-dihydro-3H-indol-3-ylidene)hydrazino]carbonyl}phenyl)propanamide). Isolated yield 89.0%. The solvent is C(C)(=O)O (acetic acid). Reported procedure: Following the general method as outlined in Example 1, into a suspension of 5-bromo-1H-indole-2,3dione in acetic acid was added 3-(1,3-benzodioxol-5-yl)-N-[4-(hydrazinocarbonyl)phenyl]propanamide. After stirring at 100° C., the reaction mixture was cooled to rt and a yellow solid precipitated out. Filtration on a fritté, washing with AcOH, water and drying under vacuo at 60° C. overnight gave 151 mg of the title compound (89%) as a yellow solid in 98.2% purity by HPLC (MaxPlot detection between ... Starting materials: C1(=CC=CC=C1)SC1=C(CCl)C=C(C=C1)C(F)(F)F (2-(phenylthio)-5-trifluoromethyl-benzyl chloride), [C-]#N.[Na+] (sodium cyanide), O (water). Run in CS(=O)C (dimethyl sulphoxide), CS(=O)C (dimethyl sulphoxide). Run at temperature 40 celsius, time 9 hour. Product: C1(=CC=CC=C1)SC1=C(C=C(C=C1)C(F)(F)F)CC#N (2-(phenylthio)-5-trifluoromethyl-phenylacetonitrile). Reaction SMILES: [C-:1]#[N:2].[Na+].[C:4]1([S:10][C:11]2[CH:18]=[CH:17][C:16]([C:19]([F:22])([F:21])[F:20])=[CH:15][C:12]=2[CH2:13]Cl)[CH:9]=[CH:8][CH:7]=[CH:6][CH:5]=1.O>CS(C)=O>[C:4]1([S:10][C:11]2[CH:18]=[CH:17][C:16]([C:19]([F:22])([F:21])[F:20])=[CH:15][C:12]=2[CH2:13][C:1]#[N:2])[CH:9]=[CH:8][CH:7]=[CH:6][CH:5]=1 |f:0.1|. Procedure details: 11.2 g of sodium cyanide in 135 ml of dimethyl sulphoxide are warmed to 40° c and treated dropwise over a period of 10 minutes with a solution of 87 g of 2-(phenylthio)-5-trifluoromethyl-benzyl chloride in 72 ml of dimethyl sulphoxide. The mixture is stirred at 40° C for 9 hours, cooled to room temperature, treated with 200 ml of water and extracted with 200 ml of ether. The aqueous phase is then extracted twice with 100 ml of ether each time. The combined organic phases are now washed twice wit... The reactants are C(CC)=O (propionaldehyde), C(C(C)C)=O (isobutyraldehyde), N1[C@H](C(=O)O)CCC1 (proline), C(CC)=O (propionaldehyde), C(CC(C)C)=O (isovaleraldehyde), aldehyde. The product is O[C@H]([C@@H](C=O)C)C(C)C ((2S,3S)-3-hydroxy-2,4-dimethylpentanal). Isolated yield 82.0%. As a reaction SMILES: [CH:1](=O)[CH2:2][CH3:3].C(=[O:10])CC(C)C.N1CCC[C@H]1C(O)=O.[CH:19](=[O:23])[CH:20]([CH3:22])[CH3:21]>>[OH:23][C@@H:19]([CH:2]([CH3:3])[CH3:1])[C@H:20]([CH3:22])[CH:21]=[O:10]. Reported procedure: Entry 2, representing the addition of propionaldehyde to isovaleraldehyde, indicates that the reaction product was obtained in 88% yield and 97% ee. This indicates that the method of the invention is able to provide a single regioisomer despite the fact that both the aldol donor and accept bear enolizable α-methylene protons. Entries 5-7, corresponding to Examples 5-7, indicate that the aldol reaction can tolerate a range of structural variation in the aldehyde donor (R1=Me, n-Bu, Bn, 19:1 to 24...